This data is from the Open Reaction Database (ORD), a public repository of structured organic reaction records. The task is: describe an organic reaction: reactants, conditions, products, and yield Reaction SMILES: [Br:1][c:2]1[cH:3][c:4]([OH:10])[c:5]([O:8][CH3:9])[cH:6][cH:7]1.[C:15]([OH:16])(=[O:17])[CH3:18].[OH:11][N+:12]([O-:13])=[O:14]>>[Br:1][c:2]1[cH:3][c:4]([OH:10])[c:5]([O:8][CH3:9])[c:6]([N+:12](=[O:11])[O-:13])[cH:7]1. Starting materials: COc1ccc(Br)cc1O, CC(=O)O, O=[N+]([O-])O. Yields the product COc1c(O)cc(Br)cc1[N+](=O)[O-]. Starting materials: CC1=NC(NC(C1)(C)C)(C)C (acetonine), CC(=O)C (acetone), CC1(CC(=O)CC(N1)(C)C)C.Cl (triacetonamine hydrochloride). Solvent: CO (methanol). Conditions: temperature 60 celsius. Yields the product CC1(CC(=O)CC(N1)(C)C)C (triacetonamine). The yield is 115.0%. RXN SMILES: CC1CC(C)(C)NC(C)(C)N=1.CC(C)=O.[CH3:16][C:17]1([CH3:26])[NH:23][C:22]([CH3:25])([CH3:24])[CH2:21][C:19](=[O:20])[CH2:18]1.Cl>CO>[CH3:16][C:17]1([CH3:26])[NH:23][C:22]([CH3:25])([CH3:24])[CH2:21][C:19](=[O:20])[CH2:18]1 |f:2.3|. Procedure details: A solution of 5.0 g. of acetonine in a mixed solvent comprising 19 g. of acetone and 1.9 g. of methanol was added with 1.5 g. of triacetonamine hydrochloride. The mixture was heated at 60°C. for 10 hours in a sealed equipment to effect the reaction. After completion of the reaction, the reaction mixture was purified in the same manner as in Example 1 to obtain triacetonamine in a yield of 115% deducting the amount of triacetonamine used as catalyst. Reported procedure: 4-(p-methoxyphenyl)butanoic acid (Compound 13, R1 =H, R2 =CH3) is treated with polyphosphoric acid (PPA) to form 7-methoxytetralone via Friedel-Crafts acylation (Compound 1, R1 =H, R2 =CH3 on C7. ##STR19## The tetralone (Compound 1) is then reacted with N-butylnitrite and potassium ethoxide to yield 2-hydroxyimino-7-methoxy-1-tetralone (Compound 2, R2 =CH3 on C7. As a reaction SMILES: [CH3:1][O:2][CH:3]1[CH2:12][CH2:11][C:10]2[C:5](=[CH:6][CH:7]=[CH:8][CH:9]=2)[C:4]1=[O:13].CCCC[O:18][N:19]=O.[O-:21]CC.[K+]>>[OH:18][N:19]=[C:7]1[CH2:8][CH2:9][C:10]2[C:5](=[CH:4][C:3]([O:2][CH3:1])=[CH:12][CH:11]=2)[C:6]1=[O:21].[OH:18][N:19]=[C:3]1[CH2:12][CH2:11][C:10]2[C:5](=[CH:6][CH:7]=[CH:8][CH:9]=2)[C:4]1=[O:13] |f:2.3|. Reactants: COC1C(C2=CC=CC=C2CC1)=O (methoxy 1-tetralone), COC1C(C2=CC=CC=C2CC1)=O (methoxy 1-tetralone), CCCCON=O (N-butylnitrite), [O-]CC.[K+] (potassium ethoxide). The product is ON=C1C(C2=CC(=CC=C2CC1)OC)=O (2-hydroxyimino-7-methoxy-1-tetralone), ON=C1C(C2=CC=CC=C2CC1)=O (2-hydroxyimino-1-tetralone). Reactants: O[C@H]1C2(CC2)CCN(C1)CCCN1CCNCCC1=O (4-[3-((S)-4-hydroxy-6-aza-spiro[2.5]oct-6-yl)-propyl]-[1,4]diazepan-5-one), IC1=CC(=CC=C1)OC(F)(F)F (1-iodo-3-trifluoromethoxy-benzene). Product: O[C@H]1C2(CC2)CCN(C1)CCCN1CCN(CCC1=O)C1=CC(=CC=C1)OC(F)(F)F (4-[3-((S)-4-Hydroxy-6-aza-spiro[2.5]oct-6-yl)-propyl]-1-(3-trifluoromethoxy-phenyl)-[1,4]diazepan-5-one). As a reaction SMILES: [OH:1][C@@H:2]1[CH2:9][N:8]([CH2:10][CH2:11][CH2:12][N:13]2[C:19](=[O:20])[CH2:18][CH2:17][NH:16][CH2:15][CH2:14]2)[CH2:7][CH2:6][C:3]21[CH2:5][CH2:4]2.I[C:22]1[CH:27]=[CH:26][CH:25]=[C:24]([O:28][C:29]([F:32])([F:31])[F:30])[CH:23]=1>>[OH:1][C@@H:2]1[CH2:9][N:8]([CH2:10][CH2:11][CH2:12][N:13]2[C:19](=[O:20])[CH2:18][CH2:17][N:16]([C:26]3[CH:27]=[CH:22][CH:23]=[C:24]([O:28][C:29]([F:30])([F:31])[F:32])[CH:25]=3)[CH2:15][CH2:14]2)[CH2:7][CH2:6][C:3]21[CH2:4][CH2:5]2. Reported procedure: The title compound was prepared from 4-[3-((S)-4-hydroxy-6-aza-spiro[2.5]oct-6-yl)-propyl]-[1,4]diazepan-5-one and 1-iodo-3-trifluoromethoxy-benzene in analogy to example 33. MS: 442.3 (MH+). Reactants: ClC=1C=C(C=CC1Cl)N1C=NC(=C1)C(=O)O (1-(3,4-Dichloro-phenyl)-1H-imidazole-4-carboxylic acid), BH3. Solvent: CO (MeOH). Conditions: temperature 5 celsius. The product is ClC=1C=C(C=CC1Cl)N1C=NC(=C1)CO ([1-(3,4-Dichloro-phenyl)-1H-imidazol-4-yl]-methanol). RXN SMILES: [Cl:1][C:2]1[CH:3]=[C:4]([N:9]2[CH:13]=[C:12]([C:14](O)=[O:15])[N:11]=[CH:10]2)[CH:5]=[CH:6][C:7]=1[Cl:8]>CO>[Cl:1][C:2]1[CH:3]=[C:4]([N:9]2[CH:13]=[C:12]([CH2:14][OH:15])[N:11]=[CH:10]2)[CH:5]=[CH:6][C:7]=1[Cl:8]. Reported procedure: 1-(3,4-Dichloro-phenyl)-1H-imidazole-4-carboxylic acid (20.0 g, 77.8 mmol) was treated with 1M BH3 THF complex (100 ml) and refluxed for 2 h. The mixture was cooled to 5° C. and MeOH (20 ml) was added slowly. After evaporation of all volatiles the residue was taken up in 2N HCl solution (100 ml) and refluxed for 2 h. After filtration the hot aqueous phase was slowly treated with 2N NaOH solution until pH 10. On cooling the title compound crystallizes as a white material (12.2 g, 65%). Mp. 146-14... Starting materials: COC(=O)NC1=CC=C(C=C1)SC1=C(C=C(C(=O)OC)C=C1)[N+](=O)[O-] (methyl 4-(4-(methoxycarbonylamino)phenylthio)-3-nitrobenzoate), COC(C1=CC(=C(C=C1)SC1=CC=C(C=C1)NC(=O)OC(C)(C)C)[N+](=O)[O-])=O (4-(4-tert-Butoxycarbonylamino-phenylsulfanyl)-3-nitro-benzoic acid methyl ester). Product: NC=1C=C(C(=O)OC)C=CC1SC1=CC=C(C=C1)NC(=O)OC (methyl 3-amino-4-(4-(methoxycarbonylamino)phenylthio)benzoate). Isolated yield 88.0%. Reaction SMILES: [CH3:1][O:2][C:3]([NH:5][C:6]1[CH:11]=[CH:10][C:9]([S:12][C:13]2[CH:22]=[CH:21][C:16]([C:17]([O:19][CH3:20])=[O:18])=[CH:15][C:14]=2[N+:23]([O-])=O)=[CH:8][CH:7]=1)=[O:4].COC(=O)C1C=CC(SC2C=CC(NC(OC(C)(C)C)=O)=CC=2)=C([N+]([O-])=O)C=1>>[NH2:23][C:14]1[CH:15]=[C:16]([CH:21]=[CH:22][C:13]=1[S:12][C:9]1[CH:10]=[CH:11][C:6]([NH:5][C:3]([O:2][CH3:1])=[O:4])=[CH:7][CH:8]=1)[C:17]([O:19][CH3:20])=[O:18]. Procedure details: The title compound was prepared by the procedure in Example 385C substituting the product from Example 441A for the product of Example 385B. The reaction was purified by silica gel chromatography (ethyl acetate/CHCl3=1/9) to give the title compound (yield 88%). The reactants are ClC(Cl)(OC(OC(Cl)(Cl)Cl)=O)Cl (triphosgene), ClC=1C=C(N)C=CC1OC1=CC=NC2=CC(=C(C=C12)OC)OC (3-Chloro-4-[(6,7-dimethoxy-4-quinolyl)oxy]aniline), C(C)(C)N(CC)C(C)C (diisopropylethylamine), NC=1SC(=NN1)C1CC1 (2-amino-5-cyclopropyl-1,3,4-thiadiazole). Run in C(Cl)(Cl)Cl (chloroform), O (water), C(Cl)(Cl)Cl (chloroform). Run at time 15 minute. The product is ClC=1C=C(C=CC1OC1=CC=NC2=CC(=C(C=C12)OC)OC)NC(=O)NC=1SC(=NN1)C1CC1 (N-{3-Chloro-4-[(6,7-dimethoxy-4-quinolyl)oxy]phenyl}-N′-(5-cyclopropyl-1,3,4-thiadiazol-2-yl)urea). Isolated yield 27.9%. As a reaction SMILES: [Cl:1][C:2]1[CH:3]=[C:4]([CH:6]=[CH:7][C:8]=1[O:9][C:10]1[C:19]2[C:14](=[CH:15][C:16]([O:22][CH3:23])=[C:17]([O:20][CH3:21])[CH:18]=2)[N:13]=[CH:12][CH:11]=1)[NH2:5].C(N(C(C)C)CC)(C)C.ClC(Cl)(O[C:37](=[O:43])OC(Cl)(Cl)Cl)Cl.[NH2:45][C:46]1[S:47][C:48]([CH:51]2[CH2:53][CH2:52]2)=[N:49][N:50]=1>C(Cl)(Cl)Cl.O>[Cl:1][C:2]1[CH:3]=[C:4]([NH:5][C:37]([NH:45][C:46]2[S:47][C:48]([CH:51]3[CH2:53][CH2:52]3)=[N:49][N:50]=2)=[O:43])[CH:6]=[CH:7][C:8]=1[O:9][C:10]1[C:19]2[C:14](=[CH:15][C:16]([O:22][CH3:23])=[C:17]([O:20][CH3:21])[CH:18]=2)[N:13]=[CH:12][CH:11]=1. Procedure: 3-Chloro-4-[(6,7-dimethoxy-4-quinolyl)oxy]aniline (100 mg) was dissolved in chloroform (5 ml) and diisopropylethylamine (0.5 ml) to prepare a solution. A solution of triphosgene (100 mg) in chloroform was then added to the solution, and the mixture was stirred at room temperature for 15 min. Next, 2-amino-5-cyclopropyl-1,3,4-thiadiazole (55 mg) was added thereto, and the mixture was further stirred at room temperature overnight. Distilled water was added to the reaction solution, and the mixture...